Task: describe an organic reaction: reactants, conditions, products, and yield. Dataset: the Open Reaction Database (ORD), a public repository of structured organic reaction records Reactants: COc1ccccc1-c1cccc(Br)c1, [Li]CCCC, CC(=O)c1cccc(C(C)(C)C)c1OCc1ccccc1, [Cl-], [NH4+], C1CCOC1. Yields the product COc1ccccc1-c1cccc(C(C)(O)c2cccc(C(C)(C)C)c2OCc2ccccc2)c1. As a reaction SMILES: [Br:1][c:2]1[cH:3][c:4](-[c:8]2[c:9]([O:14][CH3:15])[cH:10][cH:11][cH:12][cH:13]2)[cH:5][cH:6][cH:7]1.[CH2:16]([Li:17])[CH2:18][CH2:19][CH3:20].[CH2:21]([c:22]1[cH:23][cH:24][cH:25][cH:26][cH:27]1)[O:28][c:29]1[c:30]([C:39]([CH3:40])=[O:41])[cH:31][cH:32][cH:33][c:34]1[C:35]([CH3:36])([CH3:37])[CH3:38].[Cl-:42].[NH4+:43].[O:44]1[CH2:45][CH2:46][CH2:47][CH2:48]1>>[c:2]1([C:39]([c:30]2[c:29]([O:28][CH2:21][c:22]3[cH:23][cH:24][cH:25][cH:26][cH:27]3)[c:34]([C:35]([CH3:36])([CH3:37])[CH3:38])[cH:33][cH:32][cH:31]2)([CH3:40])[OH:41])[cH:3][c:4](-[c:8]2[c:9]([O:14][CH3:15])[cH:10][cH:11][cH:12][cH:13]2)[cH:5][cH:6][cH:7]1. Product: Cl.CN(C)CC1=CC2=C(CN(CC2)C(=O)C2=CC=C(\C=C/C3=CC=C(C=C3)Cl)C=C2)O1 ((Z)-N,N-dimethyl-[6-(4-chlorostilbene-4'-carbonyl)-4,5,6,7-tetrahydrofuro[2,3-c]pyridin-2-ylmethyl]amine hydrochloride). Solvent: CO (methanol), C(C)(=O)OCC (ethyl acetate). Reaction SMILES: [CH3:1][N:2]([CH2:4][C:5]1[O:30][C:8]2[CH2:9][N:10]([C:13]([C:15]3[CH:29]=[CH:28][C:18](/[CH:19]=[CH:20]\[C:21]4[CH:26]=[CH:25][C:24]([Cl:27])=[CH:23][CH:22]=4)=[CH:17][CH:16]=3)=[O:14])[CH2:11][CH2:12][C:7]=2[CH:6]=1)[CH3:3].Cl>CO.C(OCC)(=O)C>[ClH:27].[CH3:1][N:2]([CH2:4][C:5]1[O:30][C:8]2[CH2:9][N:10]([C:13]([C:15]3[CH:29]=[CH:28][C:18](/[CH:19]=[CH:20]\[C:21]4[CH:22]=[CH:23][C:24]([Cl:27])=[CH:25][CH:26]=4)=[CH:17][CH:16]=3)=[O:14])[CH2:11][CH2:12][C:7]=2[CH:6]=1)[CH3:3] |f:4.5|. Procedure details: (Z)-N,N-dimethyl-[6-(4-chlorostilbene-4'-carbonyl)-4,5,6,7-tetrahydrofuro[2,3-c]pyridin-2-ylmethyl]amine 0.348 g was dissolved in 2 ml of methanol; hydrogen chloride in ethyl acetate was added in excess, followed by stirring. This mixture was then concentrated and washed with diethyl ether to yield the desired product. The reactants are CN(C)CC1=CC2=C(CN(CC2)C(=O)C2=CC=C(\C=C/C3=CC=C(C=C3)Cl)C=C2)O1 ((Z)-N,N-dimethyl-[6-(4-chlorostilbene-4'-carbonyl)-4,5,6,7-tetrahydrofuro[2,3-c]pyridin-2-ylmethyl]amine), Cl (hydrogen chloride). Starting materials: [N+](=O)([O-])[O-] (nitrate), [N+](=O)([O-])O[Bi].[N+](=O)([O-])O[Bi].[N+](=O)([O-])O[Bi].[N+](=O)([O-])O[Bi].O.O.O.O.O.O.O.O.O[Bi]=O (bismuth sub nitrate), C(C(O)CC(=O)O)(=O)O (malic acid), C(C(O)CC(=O)O)(=O)O (malic acid), N (ammonia). Run in OCC(O)CO (glycerin), O (water). Run at temperature 70 celsius. Product: C(C(O)CC(=O)[O-])(=O)[O-].[Bi+3].C(C(O)CC(=O)[O-])(=O)[O-].C(C(O)CC(=O)[O-])(=O)[O-].[Bi+3] (bismuth malate). As a reaction SMILES: [N+](O[Bi])([O-])=O.[N+](O[Bi])([O-])=O.[N+](O[Bi])([O-])=O.[N+](O[Bi])([O-])=O.O.O.O.O.O.O.O.O.O[Bi:30]=O.[C:32]([OH:40])(=[O:39])[CH:33]([CH2:35][C:36]([OH:38])=[O:37])[OH:34].N.[N+]([O-])([O-])=O>O.OCC(CO)O>[C:32]([O-:40])(=[O:39])[CH:33]([CH2:35][C:36]([O-:38])=[O:37])[OH:34].[Bi+3:30].[C:32]([O-:40])(=[O:39])[CH:33]([CH2:35][C:36]([O-:38])=[O:37])[OH:34].[C:32]([O-:40])(=[O:39])[CH:33]([CH2:35][C:36]([O-:38])=[O:37])[OH:34].[Bi+3:30] |f:0.1.2.3.4.5.6.7.8.9.10.11.12,18.19.20.21.22,^3:2,7,12,17|. Procedure: The bismuth sub nitrate, glycerin, malic acid, ammonia, and 10% of the water were placed in a kettle and heated at 70° C. until clear. During heating, the malic acid displaced the nitrate to form bismuth malate, which complexed with the ammonia;